Dataset: the Open Reaction Database (ORD), a public repository of structured organic reaction records. Task: describe an organic reaction: reactants, conditions, products, and yield Reactants: COc1ccc(C2OCC3CC(Nc4cc(Cl)ncn4)CC3O2)cc1, NC1CCc2ccccc21. The product is OCC1CC(Nc2cc(Cl)ncn2)CC1O. RXN SMILES: [Cl:1][c:2]1[cH:3][c:4]([NH:8][CH:9]2[CH2:10][CH:11]3[CH:12]([O:13][CH:14]([c:17]4[cH:18][cH:19][c:20]([O:21][CH3:22])[cH:23][cH:24]4)[O:15][CH2:16]3)[CH2:25]2)[n:5][cH:6][n:7]1.[NH2:26][CH:27]1[c:28]2[c:29]([cH:30][cH:31][cH:32][cH:33]2)[CH2:34][CH2:35]1>>[Cl:1][c:2]1[cH:3][c:4]([NH:8][CH:9]2[CH2:10][CH:11]([CH2:16][OH:15])[CH:12]([OH:13])[CH2:25]2)[n:5][cH:6][n:7]1. The reactants are CNC (dimethylamine), ClCC1=NCC(C2=CC=CC=C12)C1=CC=CC=C1 (1-chloromethyl-3,4-dihydro-4-phenylisoquinoline). The reagents and catalysts are [Pd] (Pd/C). Solvent: CO (methanol). Conditions: time 4 hour. Yields the product Cl.Cl.CN(C)CC1NCC(C2=CC=CC=C12)C1=CC=CC=C1 (1,2,3,4-tetrahydro-1-dimethylaminomethyl-4-phenylisoquinoline dihydrochloride), monohydrate. Reaction SMILES: [CH3:1][NH:2][CH3:3].[Cl:4][CH2:5][C:6]1[C:15]2[C:10](=[CH:11][CH:12]=[CH:13][CH:14]=2)[CH:9]([C:16]2[CH:21]=[CH:20][CH:19]=[CH:18][CH:17]=2)[CH2:8][N:7]=1>CO.[Pd]>[ClH:4].[ClH:4].[CH3:1][N:2]([CH2:5][CH:6]1[C:15]2[C:10](=[CH:11][CH:12]=[CH:13][CH:14]=2)[CH:9]([C:16]2[CH:21]=[CH:20][CH:19]=[CH:18][CH:17]=2)[CH2:8][NH:7]1)[CH3:3] |f:4.5.6|. Procedure details: To a stirred solution of dimethylamine (250 ml) in methanol (1 liter) maintained under nitrogen and cooled in an ice bath was added portionwise 1-chloromethyl-3,4-dihydro-4-phenylisoquinoline (25.0 g, 0.084 m) and the mixture stirred for 4 hours while being allowed to warm to ambient temperature. The solution was poured into a pressure bottle and hydrogenated on a Parr apparatus over 5% Pd/C catalyst (5.0 g) at 40 psi. for 16 hours. The catalyst was removed by filtration and the solvent evaporat... Starting materials: 31, C(C#C)C1(CCCCC1)O[Si](C)(C)C (1-propargyl-1-trimethylsilyloxycyclohexane), N(=NC(C#N)(C)C)C(C#N)(C)C (azobisisobutyronitrile), C(CCC)[SnH](CCCC)CCCC (tri-n-butyltin hydride). Reaction conditions: temperature 80 celsius. The product is C(CCC)[Sn](C/C=C/C1C(CCCC1)O[Si](C)(C)C)(CCCC)CCCC (2-(3-Tri-n-butylstannyl-2-trans-propenyl)-1-trimethylsilyloxycyclohexane). RXN SMILES: C([C:4]1([O:10][Si:11]([CH3:14])([CH3:13])[CH3:12])[CH2:9][CH2:8][CH2:7][CH2:6][CH2:5]1)C#C.N(C(C)(C)C#N)=N[C:17](C)([CH3:20])[C:18]#N.[CH2:27]([SnH:31]([CH2:36][CH2:37][CH2:38][CH3:39])[CH2:32][CH2:33][CH2:34][CH3:35])[CH2:28][CH2:29][CH3:30]>>[CH2:36]([Sn:31]([CH2:27][CH2:28][CH2:29][CH3:30])([CH2:32][CH2:33][CH2:34][CH3:35])[CH2:20]/[CH:17]=[CH:18]/[CH:9]1[CH2:8][CH2:7][CH2:6][CH2:5][CH:4]1[O:10][Si:11]([CH3:12])([CH3:13])[CH3:14])[CH2:37][CH2:38][CH3:39]. Reported procedure: To a stirred mixture of 31/5 g of 1-propargyl-1-trimethylsilyloxycyclohexane and 150 mg of azobisisobutyronitrile is added 41 ml of tri-n-butyltin hydride. The stirred mixture is heated to about 80° C. The initial exothermic reaction is moderated, and the temperature is subsequently maintained at 130°-135° C. for one hour. Starting materials: solution, C(=CC1=CC=CC=C1)S(=O)(=O)Cl (styrene-sulphonyl chloride), COC1CCC(N1)=O (5-methoxy-2-oxo pyrrolidine), [Li+].CCC[CH2-] (N-butyllithium). The solvent is O1CCCC1 (tetrahydrofuran), O1CCCC1 (tetrahydrofuran), CCCCCC (hexane). Conditions: temperature -20 celsius, time 30 minute. Product: C(=CC1=CC=CC=C1)S(=O)(=O)N1C(CCC1OC)=O (1-(styrenesulphonyl)-2-oxo-5-methoxy pyrrolidine). Yield: 37.3%. RXN SMILES: [CH3:1][O:2][CH:3]1[NH:7][C:6](=[O:8])[CH2:5][CH2:4]1.[Li+].CCC[CH2-].[CH:14]([S:22](Cl)(=[O:24])=[O:23])=[CH:15][C:16]1[CH:21]=[CH:20][CH:19]=[CH:18][CH:17]=1>O1CCCC1.CCCCCC>[CH:14]([S:22]([N:7]1[CH:3]([O:2][CH3:1])[CH2:4][CH2:5][C:6]1=[O:8])(=[O:24])=[O:23])=[CH:15][C:16]1[CH:21]=[CH:20][CH:19]=[CH:18][CH:17]=1 |f:1.2|. Procedure details: 3.29 g of 5-methoxy-2-oxo pyrrolidine (SYNTHESIS 4, 315-17 (1980)) is dissolved in 100 cm3 of anhydrous tetrahydrofuran. After cooling to -20° C. 17.86 cm3 of a 1.6M solution of N-butyllithium in hexane is a while keeping the temperature at about -30° C. The mixture is agitated for 30 minutes at -35° to -30° C., then a solution of 5.80 g of styrenesulphonyl chloride (CA 47, 3262c, 1953) in 14 cm3 of anhydrous tetrahydrofuran is added slowly. After allowing this to return to ambient temperature, ...